From a dataset of the Open Reaction Database (ORD), a public repository of structured organic reaction records. describe an organic reaction: reactants, conditions, products, and yield The reactants are ClC1=NC=NC(=C1C)C1=CC=C(C=C1)OC (4-chloro-6-(4-methoxyphenyl)-5-methylpyrimidine), C(C)(C)N(CC)C(C)C (diisopropylethylamine), C(CCC)NCC1=CC(=C(OCC(=O)OCC)C=C1)C (ethyl {4-[(butylamino)methyl]-2-methylphenoxy}acetate). Solvent: C(Cl)Cl (CH2Cl2). Reaction conditions: temperature 100 celsius. Product: C(CCC)N(C1=NC=NC(=C1C)C1=CC=C(C=C1)OC)CC1=CC(=C(OCC(=O)OCC)C=C1)C (Ethyl [4-({butyl[6-(4-methoxyphenyl)-5-methylpyrimidin-4-yl]amino}methyl)-2-methylphenoxy]acetate). Yield: 18.5%. As a reaction SMILES: Cl[C:2]1[C:7]([CH3:8])=[C:6]([C:9]2[CH:14]=[CH:13][C:12]([O:15][CH3:16])=[CH:11][CH:10]=2)[N:5]=[CH:4][N:3]=1.C(N(C(C)C)CC)(C)C.[CH2:26]([NH:30][CH2:31][C:32]1[CH:44]=[CH:43][C:35]([O:36][CH2:37][C:38]([O:40][CH2:41][CH3:42])=[O:39])=[C:34]([CH3:45])[CH:33]=1)[CH2:27][CH2:28][CH3:29]>C(Cl)Cl>[CH2:26]([N:30]([CH2:31][C:32]1[CH:44]=[CH:43][C:35]([O:36][CH2:37][C:38]([O:40][CH2:41][CH3:42])=[O:39])=[C:34]([CH3:45])[CH:33]=1)[C:2]1[C:7]([CH3:8])=[C:6]([C:9]2[CH:14]=[CH:13][C:12]([O:15][CH3:16])=[CH:11][CH:10]=2)[N:5]=[CH:4][N:3]=1)[CH2:27][CH2:28][CH3:29]. Reported procedure: A mixture of 4-chloro-6-(4-methoxyphenyl)-5-methylpyrimidine (0.164 g, 0.7 mmol), diisopropylethylamine (0.24 mL, 1.4 mmol) and ethyl {4-[(butylamino)methyl]-2-methylphenoxy}acetate (0.29 g, 1.05 mmol) was heated at 100° C. in a sealed reactivial for 18 h. The reaction mixture was then allowed to come to room temperature. The residue was dissolved in CH2Cl2 (50 mL), the organic solution was washed water (20 mL) and passed through a hydrophobic frit before concentrating in vacuo. Purification by ... The reactants are [C+4], C=CC(CN1CCN(Cc2ccccc2)CC1)Oc1ccc(F)cc1, CCO, [OH-], [OH-], [OH-], [OH-], [OH-], [OH-], [Pd+2]. The product is CCC(CN1CCN(Cc2ccccc2)CC1)Oc1ccc(F)cc1. RXN SMILES: [C+4:29].[CH2:1]([c:2]1[cH:3][cH:4][cH:5][cH:6][cH:7]1)[N:8]1[CH2:9][CH2:10][N:11]([CH2:14][CH:15]([O:16][c:17]2[cH:18][cH:19][c:20]([F:23])[cH:21][cH:22]2)[CH:24]=[CH2:25])[CH2:12][CH2:13]1.[CH3:26][CH2:27][OH:28].[OH-:30].[OH-:32].[OH-:33].[OH-:34].[OH-:35].[OH-:36].[Pd+2:31]>>[CH2:1]([c:2]1[cH:3][cH:4][cH:5][cH:6][cH:7]1)[N:8]1[CH2:9][CH2:10][N:11]([CH2:14][CH:15]([O:16][c:17]2[cH:18][cH:19][c:20]([F:23])[cH:21][cH:22]2)[CH2:24][CH3:25])[CH2:12][CH2:13]1. Reactants: O=C([O-])O, CC(=O)[O-], CC(=O)[O-], Cc1ccc(C(=O)O)c(C)c1Br, Cc1ccccc1, CCOC(C)=O, C1CCC(P(C2CCCCC2)C2CCCCC2)CC1, OB(O)C1CC1, [K+], [K+], [K+], [Na+], O, O=P([O-])([O-])[O-], [Pd+2]. Product: Cc1ccc(C(=O)O)c(C)c1C1CC1. As a reaction SMILES: [C:46](=[O:47])([O-:48])[OH:49].[C:58]([O-:59])(=[O:60])[CH3:61].[C:63]([O-:64])(=[O:65])[CH3:66].[CH3:1][c:2]1[c:3]([C:4](=[O:5])[OH:6])[cH:7][cH:8][c:9]([CH3:12])[c:10]1[Br:11].[CH3:51][c:52]1[cH:53][cH:54][cH:55][cH:56][cH:57]1.[CH3:67][CH2:68][O:69][C:70](=[O:71])[CH3:72].[CH:13]1([P:14]([CH:18]2[CH2:19][CH2:20][CH2:21][CH2:22][CH2:23]2)[CH:26]2[CH2:17][CH2:16][CH2:15][CH2:30][CH2:31]2)[CH2:24][CH2:25][CH2:27][CH2:28][CH2:29]1.[CH:40]1([B:41]([OH:42])[OH:43])[CH2:44][CH2:45]1.[K+:37].[K+:38].[K+:39].[Na+:50].[OH2:73].[P:32]([O-:33])([O-:34])([O-:35])=[O:36].[Pd+2:62]>>[CH3:1][c:2]1[c:3]([C:4](=[O:5])[OH:6])[cH:7][cH:8][c:9]([CH3:12])[c:10]1[CH:30]1[CH2:26][CH2:31]1.